The task is: describe an organic reaction: reactants, conditions, products, and yield. This data is from the Open Reaction Database (ORD), a public repository of structured organic reaction records. The reactants are CS(=O)(=O)OCCC1(CN(CCO1)C(C1=CC(=C(C(=C1)OC)OC)OC)=O)C1=CC(=C(C=C1)Cl)Cl (2-[2-(3,4-dichlorophenyl)-4-(3,4,5-trimethoxybenzoyl)morpholin-2-yl]ethanol methanesulfonate), [I-].[K+] (potassium iodide), Cl.C1(=CC=CC=C1)C1(CCNCC1)C(=O)N (4-phenylpiperidine-4-carboxamide hydrochloride), C(O)([O-])=O.[Na+] (sodium hydrogencarbonate). The solvent is CN(C=O)C (dimethylformamide), O (water). Run at temperature 80 celsius, time 6 hour. Product: ClC=1C=C(C=CC1Cl)C1(CN(CCO1)C(C1=CC(=C(C(=C1)OC)OC)OC)=O)CCC1(CC=CC=C1)N1CCC(CC1)C(=O)N (1-{2-[2-(3,4-Dichlorophenyl)-4-(3,4,5-trimethoxybenzoyl)morpholin-2-yl]ethyl}phenylpiperidine-4-carboxamide). Yield: 172.9%. Reaction SMILES: CS(O[CH2:6][CH2:7][C:8]1([C:28]2[CH:33]=[CH:32][C:31]([Cl:34])=[C:30](Cl)[CH:29]=2)[O:13][CH2:12][CH2:11][N:10]([C:14](=[O:27])[C:15]2[CH:20]=[C:19]([O:21][CH3:22])[C:18]([O:23][CH3:24])=[C:17]([O:25][CH3:26])[CH:16]=2)[CH2:9]1)(=O)=O.[ClH:36].C1([C:43]2([C:49]([NH2:51])=[O:50])[CH2:48][CH2:47][NH:46][CH2:45][CH2:44]2)C=CC=CC=1.C(=O)([O-])O.[Na+].[I-].[K+]>CN(C)C=O.O>[Cl:36][C:30]1[CH:29]=[C:28]([C:8]2([CH2:7][CH2:6][C:18]3([N:46]4[CH2:45][CH2:44][CH:43]([C:49]([NH2:51])=[O:50])[CH2:48][CH2:47]4)[CH:17]=[CH:16][CH:15]=[CH:20][CH2:19]3)[O:13][CH2:12][CH2:11][N:10]([C:14](=[O:27])[C:15]3[CH:16]=[C:17]([O:25][CH3:26])[C:18]([O:23][CH3:24])=[C:19]([O:21][CH3:22])[CH:20]=3)[CH2:9]2)[CH:33]=[CH:32][C:31]=1[Cl:34] |f:1.2,3.4,5.6|. Reported procedure: 200 mg (0.36 mmole) of 2-[2-(3,4-dichlorophenyl)-4-(3,4,5-trimethoxybenzoyl)morpholin-2-yl]ethanol methanesulfonate [prepared as described in step (f) above], 105 mg (0.44 mmole) of 4-phenylpiperidine-4-carboxamide hydrochloride, 100 mg (1.19 mmole) of sodium hydrogencarbonate and 100 mg (0.60 mmole) of potassium iodide were suspended in 2 ml of dimethylformamide, and the mixture was then stirred under a stream of nitrogen at 80° C. for 6 hours. The reaction mixture was then poured into water an... As a reaction SMILES: [C:1]([NH:4][C@H:5]([CH2:11][C:12]1[CH:13]=[N:14][CH:15]=[CH:16][CH:17]=1)[C:6](OCC)=[O:7])(=[O:3])[CH3:2].[BH4-].[Na+].Cl>C(O)C.O>[OH:7][CH2:6][C@H:5]([NH:4][C:1](=[O:3])[CH3:2])[CH2:11][C:12]1[CH:13]=[N:14][CH:15]=[CH:16][CH:17]=1 |f:1.2|. Run at time 16 hour. The solvent is C(C)O (ethanol), O (water). The product is OC[C@@H](CC=1C=NC=CC1)NC(C)=O (N-[(1R)-2-hydroxy-1-(3-pyridylmethyl)ethyl]acetamide). The reactants are [BH4-].[Na+] (sodium borohydride), Cl (hydrochloric acid), C(C)(=O)N[C@@H](C(=O)OCC)CC=1C=NC=CC1 (ethyl (2R)-2-(acetylamino)-3-(3-pyridyl)propanoate), 12. Reported procedure: A solution, under an inert atmosphere, of 20.77 g of ethyl (2R)-2-(acetylamino)-3-(3-pyridyl)propanoate in 208 cm3 of anhydrous ethanol is cooled to a temperature in the region of 10° C., followed by portionwise addition of 8.31 g of sodium borohydride. The reaction mixture is stirred for 16 hours at room temperature. The ethanol is evaporated off under reduced pressure (2 kPa) at a temperature in the region of 40° C., to give 43.56 g of a pale yellow paste which is taken up and stirred in 50 cm... Yield: 65.3%. The reactants are FC1=CC=C(C=C1)C1=NN2C(N(NCC2)C(C(=O)C2=CC=CC=C2)=O)=C1C1=CC=NC=C1 (7-(4-fluorophenyl)-2-phenylglyoxyloyl-8-(pyridin-4-yl)-1,2,3,4-tetrahydropyrazolo[5,1-c][1,2,4]triazine), S(O)(O)(=O)=O (sulfuric acid). The solvent is C(C)(=O)OCC (ethyl acetate), C(C)O (ethanol), C(C)(=O)OCC (ethyl acetate). Conditions: time 4 hour. Yields the product S(=O)(=O)(O)O.FC1=CC=C(C=C1)C1=NN2C(N(NCC2)C(C(=O)C2=CC=CC=C2)=O)=C1C1=CC=NC=C1 (7-(4-fluorophenyl)-2-phenylglyoxyloyl-8-(pyridin-4-yl)-1,2,3,4-tetrahydropyrazolo[5,1-c][1,2,4]triazine sulfate). Isolated yield 79.1%. RXN SMILES: [F:1][C:2]1[CH:7]=[CH:6][C:5]([C:8]2[C:26]([C:27]3[CH:32]=[CH:31][N:30]=[CH:29][CH:28]=3)=[C:11]3[N:12]([C:16](=[O:25])[C:17]([C:19]4[CH:24]=[CH:23][CH:22]=[CH:21][CH:20]=4)=[O:18])[NH:13][CH2:14][CH2:15][N:10]3[N:9]=2)=[CH:4][CH:3]=1.[S:33](=[O:37])(=[O:36])([OH:35])[OH:34]>C(O)C.C(OCC)(=O)C>[S:33]([OH:37])([OH:36])(=[O:35])=[O:34].[F:1][C:2]1[CH:3]=[CH:4][C:5]([C:8]2[C:26]([C:27]3[CH:28]=[CH:29][N:30]=[CH:31][CH:32]=3)=[C:11]3[N:12]([C:16](=[O:25])[C:17]([C:19]4[CH:24]=[CH:23][CH:22]=[CH:21][CH:20]=4)=[O:18])[NH:13][CH2:14][CH2:15][N:10]3[N:9]=2)=[CH:6][CH:7]=1 |f:4.5|. Procedure details: To a suspension of 7-(4-fluorophenyl)-2-phenylglyoxyloyl-8-(pyridin-4-yl)-1,2,3,4-tetrahydropyrazolo[5,1-c][1,2,4]triazine (2.778 g) in a mixture of ethanol (14 ml) and ethyl acetate (10 ml) was added conc. sulfuric acid (0.67 g). To the resulting clear solution was added ethyl acetate (30 ml) and the solution was stirred at ambient temperature for 4 hours. The separated solid was collected and recrystallized from aqueous acetonitrile to give 7-(4-fluorophenyl)-2-phenylglyoxyloyl-8-(pyridin-4-yl... The reactants are CCCC[Sn](Cl)(CCCC)CCCC, C1CCOC1, [Li]CSc1ccc(OC)cc1, [Cl-], [NH4+]. Product: CCCC[Sn](CCCC)(CCCC)CSc1ccc(OC)cc1. RXN SMILES: [CH2:12]([CH2:13][CH2:14][CH3:15])[Sn:16]([CH2:17][CH2:18][CH2:19][CH3:20])([CH2:21][CH2:22][CH2:23][CH3:24])[Cl:25].[CH2:28]1[O:29][CH2:30][CH2:31][CH2:32]1.[CH3:1][O:2][c:3]1[cH:4][cH:5][c:6]([S:9][CH2:10][Li:11])[cH:7][cH:8]1.[Cl-:26].[NH4+:27]>>[CH3:1][O:2][c:3]1[cH:4][cH:5][c:6]([S:9][CH2:10][Sn:16]([CH2:12][CH2:13][CH2:14][CH3:15])([CH2:17][CH2:18][CH2:19][CH3:20])[CH2:21][CH2:22][CH2:23][CH3:24])[cH:7][cH:8]1. Starting materials: B(Br)(Br)Br (boron tribromide), FC(C1=CC=C(C=C1)C1=C(C2=C(S1)C=C(C=C2)OC)C(=O)C2=CC=C(C=C2)OCCN2CCCCC2)(F)F ([2-(4-Trifluoromethylphenyl)-6-methoxybenzo[b]thien-3-yl][4-[2-(1-piperidinyl)ethoxy]phenyl]methanone), B(Br)(Br)Br (boron tribromide). The solvent is O (water), C(Cl)Cl (CH2Cl2), C(Cl)Cl (CH2Cl2). Conditions: temperature -78 celsius, time 8 hour. Product: FC(C1=CC=C(C=C1)C1=C(C2=C(S1)C=C(C=C2)O)C(=O)C2=CC=C(C=C2)OCCN2CCCCC2)(F)F ([2-(4-Trifluoromethylphenyl)-6-hydroxybenzo[b]thien-3-yl][4-[2-(1-piperidinyl)ethoxy]phenyl]methanone). The yield is 23.5%. Reaction SMILES: [F:1][C:2]([F:38])([F:37])[C:3]1[CH:8]=[CH:7][C:6]([C:9]2[S:13][C:12]3[CH:14]=[C:15]([O:18]C)[CH:16]=[CH:17][C:11]=3[C:10]=2[C:20]([C:22]2[CH:27]=[CH:26][C:25]([O:28][CH2:29][CH2:30][N:31]3[CH2:36][CH2:35][CH2:34][CH2:33][CH2:32]3)=[CH:24][CH:23]=2)=[O:21])=[CH:5][CH:4]=1.B(Br)(Br)Br>C(Cl)Cl.O>[F:38][C:2]([F:1])([F:37])[C:3]1[CH:4]=[CH:5][C:6]([C:9]2[S:13][C:12]3[CH:14]=[C:15]([OH:18])[CH:16]=[CH:17][C:11]=3[C:10]=2[C:20]([C:22]2[CH:27]=[CH:26][C:25]([O:28][CH2:29][CH2:30][N:31]3[CH2:32][CH2:33][CH2:34][CH2:35][CH2:36]3)=[CH:24][CH:23]=2)=[O:21])=[CH:7][CH:8]=1. Procedure: The product of Example 19 (480 mg, 0.89 mmol) was dissolved in anhydrous CH2Cl2 (15 mL), cooled to -78° C., and treated with a 1.0 M CH2Cl2 solution of boron tribromide (0.8 mL, 0.8 mmol). The mixture was allowed to warm to room temperature, stirred overnight, and treated with additional boron tribromide (1.75 mL, 1.75 mmol) in 2 portions. After 72 h, the mixture was diluted with 75 mL of water and extracted with CH2Cl2 (2×75 mL). The organic layers were washed with 2 N sodium hydroxide and the ... Reactants: ice water, C1(=CC=CC=C1)O (Phenol), [H-].[Na+] (sodium hydride), BrC=1C=CC(=NC1)[N+](=O)[O-] (5-bromo-2-nitro-pyridine), [Na+].[Cl-] (NaCl). Solvent: [H][H] (hydrogen), CN(C)C=O (DMF). Run at time 30 minute. Product: [N+](=O)([O-])C1=NC=C(C=C1)OC1=CC=CC=C1 (2-nitro-5-phenoxy-pyridine). The yield is 41.8%. As a reaction SMILES: [C:1]1([OH:7])[CH:6]=[CH:5][CH:4]=[CH:3][CH:2]=1.[H-].[Na+].Br[C:11]1[CH:12]=[CH:13][C:14]([N+:17]([O-:19])=[O:18])=[N:15][CH:16]=1.[Na+].[Cl-]>CN(C=O)C.[H][H]>[N+:17]([C:14]1[CH:13]=[CH:12][C:11]([O:7][C:1]2[CH:6]=[CH:5][CH:4]=[CH:3][CH:2]=2)=[CH:16][N:15]=1)([O-:19])=[O:18] |f:1.2,4.5|. Reported procedure: Phenol (306 mg) was dissolved in dry DMF (5 mL) and subsequently, sodium hydride (60% in mineral oil, 130 mg) was added which resulted in strong hydrogen gas evolution. The mixture was then allowed to stir at RT for 30 minutes. Subsequently, 5-bromo-2-nitro-pyridine (600 mg) was added und the resulting mixture was stirred at 60° C. for 12 hours. The reaction mixture was poured into ice water and the aqueous phase was saturated with NaCl and extracted with ethyl acetate. The organic layer was sep... The reactants are CN(C=1C=C(C(=O)O)C=CC1)C (3-dimethylaminobenzoic acid), C(C)#N (acetonitrile), N,N'-carbonyldiimidazole, NC1=NC2=NC(=CC=C2C=C1)Cl (2-amino-7-chloro-1,8-naphthyridine). Run in O (water). Reaction conditions: temperature 4 celsius. Yields the product ClC1=CC=C2C=CC(=NC2=N1)NC(C1=CC(=CC=C1)N(C)C)=O (N-(7-Chloro-1,8-naphthyridin-2-yl)-3-dimethylaminobenzamide). Yield: 63.1%. As a reaction SMILES: [CH3:1][N:2]([CH3:12])[C:3]1[CH:4]=[C:5]([CH:9]=[CH:10][CH:11]=1)[C:6]([OH:8])=O.[NH2:13][C:14]1[CH:23]=[CH:22][C:21]2[C:16](=[N:17][C:18]([Cl:24])=[CH:19][CH:20]=2)[N:15]=1.C(#N)C>O>[Cl:24][C:18]1[N:17]=[C:16]2[C:21]([CH:22]=[CH:23][C:14]([NH:13][C:6](=[O:8])[C:5]3[CH:9]=[CH:10][CH:11]=[C:3]([N:2]([CH3:1])[CH3:12])[CH:4]=3)=[N:15]2)=[CH:20][CH:19]=1. Reported procedure: The procedure is similar to that described in Example 1, but starting with 3-dimethylaminobenzoic acid (6.6 g), N,N'-carbonyldiimidazole (6.5 g) and 2-amino-7-chloro-1,8-naphthyridine (5.4 g). The product produced by precipitation in water (9 g; m.p. 212° C.) is dissolved in boiling acetonitrile (400 cc). After 3 hours' cooling at 4° C., the crystallised solid is separated by filtration, washed with acetonitrile (3×20 cc) and dried at 40° C. under reduced pressure (0.067 kPa). N-(7-Chloro-1,8-na... The reactants are O (water), ClC1=C(C(=NC=C1F)C1C(C1)CC#N)C (2-(4-chloro-5-fluoro-3-methyl-2-pyridinyl)cyclopropaneacetonitrile), C(C)O (ethanol), Cl (HCl), O (water), C(=O)(O)[O-].[Na+] (NaHCO3). Reaction conditions: time 1 hour. The product is ClC1=C(C(=NC=C1F)C1C(C1)CC(=O)OCC)C (ethyl 2-(4-chloro-5-fluoro-3-methyl-2-pyridinyl)cyclopropaneacetate). As a reaction SMILES: [Cl:1][C:2]1[C:7]([F:8])=[CH:6][N:5]=[C:4]([CH:9]2[CH2:11][CH:10]2[CH2:12][C:13]#N)[C:3]=1[CH3:15].Cl.O.C([O-])(O)=[O:19].[Na+].[CH2:23]([OH:25])[CH3:24]>>[Cl:1][C:2]1[C:7]([F:8])=[CH:6][N:5]=[C:4]([CH:9]2[CH2:11][CH:10]2[CH2:12][C:13]([O:25][CH2:23][CH3:24])=[O:19])[C:3]=1[CH3:15] |f:3.4|. Reported procedure: A sample of 2-(4-chloro-5-fluoro-3-methyl-2-pyridinyl)cyclopropaneacetonitrile (3.26 g, 14.51 mmol) was dissolved in 10 mL of ethanol, and gaseous HCl was introduced until 4 g had been dissolved. The solution was heated to reflux, and 0.36 mL of water was added, then the mixture was stirred for 1 hour. The reaction was cooled, then poured into water, and the mixture was adjusted to pH7 with NaHCO3. The mixture was then extracted with methylene chloride, which was washed with water, dried over Mg...